From a dataset of the Open Reaction Database (ORD), a public repository of structured organic reaction records. describe an organic reaction: reactants, conditions, products, and yield Reactants: ClC1=C(C=C(C(=C1)Cl)Cl)Cl (1,2,4,5-tetrachlorobenzene), alcohols, [OH-].[Na+] (sodium hydroxide), [OH-].[Na+] (sodium hydroxide). Yields the product ClC1=C(C=C(C(=C1)Cl)Cl)O (2,4,5-TCP). Reaction SMILES: [Cl:1][C:2]1[CH:7]=[C:6]([Cl:8])[C:5]([Cl:9])=[CH:4][C:3]=1Cl.[OH-:11].[Na+]>>[Cl:1][C:2]1[CH:7]=[C:6]([Cl:8])[C:5]([Cl:9])=[CH:4][C:3]=1[OH:11] |f:1.2|. Procedure: The presently employed technology to produce 2,4,5-trichlorophenoxyacetic acid (2,4,5-T) and 2,4,5-trichlorophenol (2,4,5-TCP) commercially involves the dechlorination of 1,2,4,5-tetrachlorobenzene with aqueous sodium hydroxide or anhydrous sodium hydroxide in the presence of alcohols under elevated temperatures and pressures to form 2,4,5-TCP according to the reaction: ##STR2## Under the conditions of alkalinity, temperature and pressure, this process produces between 1 to 100 parts per million... The reactants are Cc1cc(Br)ccc1Br, ClC(Cl)(Cl)Cl, c1ccc(COOCc2ccccc2)cc1, O=C1CCC(=O)N1Br. Product: BrCc1cc(Br)ccc1Br. RXN SMILES: [Br:1][c:2]1[c:3]([CH3:9])[cH:4][c:5]([Br:8])[cH:6][cH:7]1.[C:34]([Cl:35])([Cl:36])([Cl:37])[Cl:38].[CH2:18]([O:19][O:20][CH2:21][c:22]1[cH:23][cH:24][cH:25][cH:26][cH:27]1)[c:28]1[cH:29][cH:30][cH:31][cH:32][cH:33]1.[O:10]=[C:11]1[N:12]([Br:17])[C:13](=[O:14])[CH2:15][CH2:16]1>>[Br:1][c:2]1[c:3]([CH2:9][Br:17])[cH:4][c:5]([Br:8])[cH:6][cH:7]1.